This data is from the Open Reaction Database (ORD), a public repository of structured organic reaction records. The task is: describe an organic reaction: reactants, conditions, products, and yield Starting materials: C(C)(C)(C)OC(C(C)OC1=C(C=C(C=C1)Cl)CC1=C(C=CC(=C1)Cl)OCC(=O)OCC1=CC=CC=C1)=O (2-[2-(2-benzyloxycarbonylmethoxy-5-chloro-benzyl)-4-chloro-phenoxy]-propionic acid tert-butyl ester), C(=O)(C(F)(F)F)O (TFA). The solvent is C(Cl)Cl (DCM). Run at time 1 hour. Product: C(C1=CC=CC=C1)OC(=O)COC1=C(CC2=C(OC(C(=O)O)C)C=CC(=C2)Cl)C=C(C=C1)Cl (2-[2-(2-benzyloxycarbonylmethoxy-5-chloro-benzyl)-4-chloro-phenoxy]-propionic acid). RXN SMILES: C([O:5][C:6](=[O:37])[CH:7]([O:9][C:10]1[CH:15]=[CH:14][C:13]([Cl:16])=[CH:12][C:11]=1[CH2:17][C:18]1[CH:23]=[C:22]([Cl:24])[CH:21]=[CH:20][C:19]=1[O:25][CH2:26][C:27]([O:29][CH2:30][C:31]1[CH:36]=[CH:35][CH:34]=[CH:33][CH:32]=1)=[O:28])[CH3:8])(C)(C)C.C(O)(C(F)(F)F)=O>C(Cl)Cl>[CH2:30]([O:29][C:27]([CH2:26][O:25][C:19]1[CH:20]=[CH:21][C:22]([Cl:24])=[CH:23][C:18]=1[CH2:17][C:11]1[CH:12]=[C:13]([Cl:16])[CH:14]=[CH:15][C:10]=1[O:9][CH:7]([CH3:8])[C:6]([OH:37])=[O:5])=[O:28])[C:31]1[CH:32]=[CH:33][CH:34]=[CH:35][CH:36]=1. Reported procedure: A solution of 2-[2-(2-benzyloxycarbonylmethoxy-5-chloro-benzyl)-4-chloro-phenoxy]-propionic acid tert-butyl ester (1.736 g, 3.18 mmol) in DCM (10 mL) is treated with TFA (5 mL) and allowed to stir at RT for 1 hour. The solvent is removed in vacuo to yield the titled compound as an off-white solid. The reactants are C(C)(=O)[C@@H]1C[C@H](C1)N1C=2N(C(=C(C1=O)CC1=C(C=C(C=C1)C=1C(=CC=CC1)C#N)F)CCC)N=C(N2)C (4′-{[4-(trans-3-acetylcyclobutyl)-2-methyl-5-oxo-7-propyl-4,5-dihydro[1,2,4]triazolo[1,5-a]pyrimidin-6-yl]methyl}-3′-fluorobiphenyl-2-carbonitrile), OO (hydrogen peroxide), C(O)([O-])=O.[Na+] (sodium hydrogen carbonate), S(=S)(=O)([O-])[O-].[Na+].[Na+] (sodium thiosulfate), FC(C(=O)OC(C(F)(F)F)=O)(F)F (trifluoroacetic acid anhydride). Solvent: C(Cl)(Cl)Cl (chloroform). Reaction conditions: temperature 60 celsius, time 15 hour. Yields the product FC=1C=C(C=CC1CC=1C(N(C=2N(C1CCC)N=C(N2)C)[C@@H]2C[C@H](C2)O)=O)C=2C(=CC=CC2)C#N (3′-fluoro-4′-{[4-(trans-3-hydroxycyclobutyl)-2-methyl-5-oxo-7-propyl-4,5-dihydro[1,2,4]triazolo[1,5-a]pyrimidin-6-yl]methyl}biphenyl-2-carbonitrile), compound. Yield: 69.0%. As a reaction SMILES: C([C@H:4]1[CH2:7][C@H:6]([N:8]2[C:13](=[O:14])[C:12]([CH2:15][C:16]3[CH:21]=[CH:20][C:19]([C:22]4[C:23]([C:28]#[N:29])=[CH:24][CH:25]=[CH:26][CH:27]=4)=[CH:18][C:17]=3[F:30])=[C:11]([CH2:31][CH2:32][CH3:33])[N:10]3[N:34]=[C:35]([CH3:37])[N:36]=[C:9]23)[CH2:5]1)(=O)C.OO.FC(F)(F)C(OC(=O)C(F)(F)F)=[O:43].C(=O)([O-])O.[Na+].S([O-])([O-])(=O)=S.[Na+].[Na+]>C(Cl)(Cl)Cl>[F:30][C:17]1[CH:18]=[C:19]([C:22]2[C:23]([C:28]#[N:29])=[CH:24][CH:25]=[CH:26][CH:27]=2)[CH:20]=[CH:21][C:16]=1[CH2:15][C:12]1[C:13](=[O:14])[N:8]([C@H:6]2[CH2:5][C@H:4]([OH:43])[CH2:7]2)[C:9]2[N:10]([N:34]=[C:35]([CH3:37])[N:36]=2)[C:11]=1[CH2:31][CH2:32][CH3:33] |f:3.4,5.6.7|. Procedure details: To a mixture of 4′-{[4-(trans-3-acetylcyclobutyl)-2-methyl-5-oxo-7-propyl-4,5-dihydro[1,2,4]triazolo[1,5-a]pyrimidin-6-yl]methyl}-3′-fluorobiphenyl-2-carbonitrile (1.38 g), 30% aqueous hydrogen peroxide solution (13.85 mL) and chloroform (20 mL) was added trifluoroacetic acid anhydride (7.66 mL), and the mixture was stirred at 60° C. for 15 hr. The reaction mixture was cooled to room temperature, saturated aqueous sodium hydrogen carbonate solution and sodium thiosulfate were added, and the mixt...